This data is from the Open Reaction Database (ORD), a public repository of structured organic reaction records. The task is: describe an organic reaction: reactants, conditions, products, and yield The product is Cc1cc([N+](=O)[O-])c(Cl)c([N+](=O)[O-])c1C(=O)Cl. Reaction SMILES: [Cl:18][P:19]([Cl:20])([Cl:21])([Cl:22])[Cl:23].[N+:1](=[O:2])([O-:3])[c:4]1[c:5]([C:15](=[O:16])[OH:17])[c:6]([CH3:14])[cH:7][c:8]([N+:11](=[O:12])[O-:13])[c:9]1[Cl:10].[cH:24]1[cH:25][cH:26][cH:27][cH:28][cH:29]1>>[N+:1](=[O:2])([O-:3])[c:4]1[c:5]([C:15](=[O:17])[Cl:18])[c:6]([CH3:14])[cH:7][c:8]([N+:11](=[O:12])[O-:13])[c:9]1[Cl:10]. The reactants are ClP(Cl)(Cl)(Cl)Cl, Cc1cc([N+](=O)[O-])c(Cl)c([N+](=O)[O-])c1C(=O)O, c1ccccc1.